Dataset: the Open Reaction Database (ORD), a public repository of structured organic reaction records. Task: describe an organic reaction: reactants, conditions, products, and yield Reactants: solution, COC1=CC=C(C=C1)S(=O)(=O)N1C(CCC1)C(=O)O (1-[(4-methoxyphenyl)sulfonyl]-2-carboxypyrrolidine), [H-].[Al+3].[Li+].[H-].[H-].[H-] (lithium aluminum hydride). Solvent: C(C)OCC (diethyl ether), O1CCCC1 (tetrahydrofuran). Reaction conditions: time 2 hour. The product is COC1=CC=C(C=C1)S(=O)(=O)N1C(CCC1)CO (1-[(4-methoxyphenyl)sulfonyl]-2-(hydroxymethyl)pyrrolidine). Reaction SMILES: [CH3:1][O:2][C:3]1[CH:8]=[CH:7][C:6]([S:9]([N:12]2[CH2:16][CH2:15][CH2:14][CH:13]2[C:17](O)=[O:18])(=[O:11])=[O:10])=[CH:5][CH:4]=1.[H-].[Al+3].[Li+].[H-].[H-].[H-]>O1CCCC1.C(OCC)C>[CH3:1][O:2][C:3]1[CH:8]=[CH:7][C:6]([S:9]([N:12]2[CH2:16][CH2:15][CH2:14][CH:13]2[CH2:17][OH:18])(=[O:10])=[O:11])=[CH:5][CH:4]=1 |f:1.2.3.4.5.6|. Reported procedure: Part B: To a solution of 4.00 g (14 mmol) of 1-[(4-methoxyphenyl)sulfonyl]-2-carboxypyrrolidine from part A in 50 mL of anhydrous tetrahydrofuran at 0 C under a nitrogen atmosphere, was slowly added over 15 minutes, 20 mL (20 mmol) of a 1M solution of lithium aluminum hydride in diethyl ether. After stirring at room temperature for 2 hours, the solution was cooled in an ice bath, and quenched by the slow sequential addition of 0.8 mL of water, 0.8 mL of 10% sodium hydroxide and 2.4 mL of water. ... The reactants are C1(=CCCC=C1)C1OC2=C(C3=C1C=C(S3)C(=O)[O-])C=CC=C2.[Na+] ((-)-sodium 4H-4-phenyl-thieno[3,2-c][1]benzopyran-2-carboxylate), ClC1=C(C(OC2=CC=CC=C12)C1=CC=CC=C1)C=O (4-chloro-3-formyl-flav-3-ene). Run in CO (methanol). Product: O1C(CC(=O)C2=CC=CC=C12)C1=CC=CC=C1 ((-)-flavanone). Reaction SMILES: [C:1]1([CH:7]2[C:12]3C=C(C([O-])=O)S[C:11]=3[C:10]3[CH:19]=[CH:20][CH:21]=[CH:22][C:9]=3[O:8]2)[CH:6]=[CH:5][CH2:4][CH2:3][CH:2]=1.[Na+].ClC1C2C(=CC=CC=2)[O:28]C(C2C=CC=CC=2)C=1C=O>CO>[O:8]1[C:9]2[C:10](=[CH:19][CH:20]=[CH:21][CH:22]=2)[C:11](=[O:28])[CH2:12][CH:7]1[C:1]1[CH:6]=[CH:5][CH:4]=[CH:3][CH:2]=1 |f:0.1|. Reported procedure: Analogously, (-)-sodium 4H-4-phenyl-thieno[3,2-c][1]benzopyran-2-carboxylate, [α]43625 =-89° (c=0.5, methanol), is prepared starting from the pure enantiomeric 4-chloro-3-formyl-flav-3-ene which is obtained by chloroformylation of (-)-flavanone [(-) at 436 nm]. The preparation of (+)- and (-)-flavanone is described e.g. in Tetrahedron Lett. 26, 2305 (1970) and Acta Chim. Acad. Sci. Hung. 86, 161 (1975). Starting materials: [H-].[Na+] (Sodium hydride), N1=CNC2=C1C=CC=N2 (4-azabenzimidazole), C(C)OS(=O)(=O)OCC (Diethylsulfate). Run in CN(C=O)C (N,N-dimethylformamide). Reaction conditions: time 20 minute. Yields the product C(C)N1C=NC2=NC=CC=C21 (1-Ethyl-1H-imidazo[4,5-b]pyridine). Isolated yield 64.8%. As a reaction SMILES: [N:1]1[C:5]2[CH:6]=[CH:7][CH:8]=[N:9][C:4]=2[NH:3][CH:2]=1.[H-].[Na+].[CH2:12](OS(OCC)(=O)=O)[CH3:13]>CN(C)C=O>[CH2:12]([N:1]1[C:5]2[C:4](=[N:9][CH:8]=[CH:7][CH:6]=2)[N:3]=[CH:2]1)[CH3:13] |f:1.2|. Reported procedure: To a flask were added 0.5 g 4-azabenzimidazole and 10 ml N,N-dimethylformamide and the mixture was cooled to 10 C under nitrogen. 0.18 g Sodium hydride were added in portions and the reaction mixture was stirred for 20 minutes. 0.71 g Diethylsulfate were added and the mixture was allowed to warm to 22 C and was stirred for 16 hours. The mixture was quenched slowly with 30 ml 1M hydrochloric acid and the aqueous layer was washed with ethyl acetate. After basification with sodium hydroxide, the pr... The reactants are C=CCNc1ccc(C#N)cc1, CC(C)C[Al+]CC(C)C, CO, Cc1ccccc1, [H-], O=S(=O)(O)O. Yields the product C=CCNc1ccc(C=O)cc1. As a reaction SMILES: [CH2:11]([CH:12]=[CH2:13])[NH:14][c:15]1[cH:16][cH:17][c:18]([C:19]#[N:20])[cH:21][cH:22]1.[CH2:2]([Al+:3][CH2:4][CH:5]([CH3:6])[CH3:7])[CH:8]([CH3:9])[CH3:10].[CH3:23][OH:24].[CH3:30][c:31]1[cH:32][cH:33][cH:34][cH:35][cH:36]1.[H-:1].[S:25]([OH:26])(=[O:27])(=[O:28])[OH:29]>>[CH2:11]([CH:12]=[CH2:13])[NH:14][c:15]1[cH:16][cH:17][c:18]([CH:19]=[O:26])[cH:21][cH:22]1. Starting materials: C1(=CC=CC=C1)C#C (phenylacetylene), C(#C)C1=CC=C(C=C1)OC (4-ethynylanisole), N(=[N+]=[N-])C=1SC(=C(N1)C)C(=O)NCC1=CC=CC=C1 (2-azido-N-benzyl-4-methylthiazole-5-carboxamide). Yields the product C(C1=CC=CC=C1)NC(=O)C1=C(N=C(S1)N1N=NC(=C1)C1=CC=C(C=C1)OC)C (N-benzyl-2-(4-(4-methoxyphenyl)-1H-1,2,3-triazol-1-yl)-4-methylthiazole-5-carboxamide). Yield: 45.0%. As a reaction SMILES: C1(C#C)C=CC=CC=1.[C:9]([C:11]1[CH:16]=[CH:15][C:14]([O:17][CH3:18])=[CH:13][CH:12]=1)#[CH:10].[N:19]([C:22]1[S:23][C:24]([C:28]([NH:30][CH2:31][C:32]2[CH:37]=[CH:36][CH:35]=[CH:34][CH:33]=2)=[O:29])=[C:25]([CH3:27])[N:26]=1)=[N+:20]=[N-:21]>>[CH2:31]([NH:30][C:28]([C:24]1[S:23][C:22]([N:19]2[CH:10]=[C:9]([C:11]3[CH:16]=[CH:15][C:14]([O:17][CH3:18])=[CH:13][CH:12]=3)[N:21]=[N:20]2)=[N:26][C:25]=1[CH3:27])=[O:29])[C:32]1[CH:33]=[CH:34][CH:35]=[CH:36][CH:37]=1. Reported procedure: Following the procedure as described in Example 10, making variations as necessary to replace phenylacetylene with 4-ethynylanisole to react with 2-azido-N-benzyl-4-methylthiazole-5-carboxamide, the title compound was obtained as a white solid in 45% yield: mp 168-171° C. (ethyl acetate/hexanes); 1H NMR (300 MHz, CDCl3) δ 8.50 (s, 1H), 7.82 (d, J=8.8 Hz, 2H), 7.38-7.32 (m, 5H), 6.99 (d, J=8.8 Hz, 2H), 6.13 (br s, 1H), 4.63 (d, J=6.0 Hz, 2H), 3.86 (s, 3H), 2.71 (s, 3H); 13C NMR (75 MHz, CDCl3) δ ... Reactants: ice, C(C1=CC=CC=C1)(=O)Cl (benzoyl chloride), N1CCC(C(=O)OCC)CC1 (ethyl isonipecotate), CCOCC (ether), C([O-])([O-])=O.[Na+].[Na+] (sodium carbonate). Run in O (water), C(C)(=O)OCC (ethyl acetate). Run at time 8 hour. The product is C(C1=CC=CC=C1)(=O)N1CCC(CC1)C(=O)OCC (ethyl 1-benzoyl-4-piperidinecarboxylate). Isolated yield 92.0%. As a reaction SMILES: [NH:1]1[CH2:11][CH2:10][CH:4]([C:5]([O:7][CH2:8][CH3:9])=[O:6])[CH2:3][CH2:2]1.CCOCC.C(=O)([O-])[O-].[Na+].[Na+].[C:23](Cl)(=[O:30])[C:24]1[CH:29]=[CH:28][CH:27]=[CH:26][CH:25]=1>C(OCC)(=O)C.O>[C:23]([N:1]1[CH2:2][CH2:3][CH:4]([C:5]([O:7][CH2:8][CH3:9])=[O:6])[CH2:10][CH2:11]1)(=[O:30])[C:24]1[CH:29]=[CH:28][CH:27]=[CH:26][CH:25]=1 |f:2.3.4|. Procedure details: To a ice cold, stirred mixture of 55 g of ethyl isonipecotate, 200 mL of ether, 200 mL of saturated sodium carbonate and 200 mL of water was added dropwise 40 mL of benzoyl chloride. The resulting mixture was allowed to warm and stir overnight, diluted with 200 mL of ethyl acetate and separated. The organic layer was washed with 200 mL of 1N hydrochloric acid, dried over MgSO4, and concentrated. Drying the residue under vacuum gave 83.3 g (92%) of ethyl 1-benzoyl-4-piperidinecarboxylate as a whi... Reactants: CC(C)Oc1ccc(S(C)(=O)=O)cc1C(=O)O, c1c2c(cc3c1OCO3)CNCC2. Product: CC(C)Oc1ccc(S(C)(=O)=O)cc1C(=O)N1CCc2cc3c(cc2C1)OCO3. As a reaction SMILES: [CH:14]([CH3:15])([CH3:16])[O:17][c:18]1[c:19]([C:20](=[O:21])[OH:22])[cH:23][c:24]([S:27](=[O:28])(=[O:29])[CH3:30])[cH:25][cH:26]1.[O:1]1[CH2:2][O:3][c:4]2[c:5]1[cH:6][c:7]1[c:12]([cH:13]2)[CH2:11][NH:10][CH2:9][CH2:8]1>>[O:1]1[CH2:2][O:3][c:4]2[c:5]1[cH:6][c:7]1[c:12]([cH:13]2)[CH2:11][N:10]([C:20]([c:19]2[c:18]([O:17][CH:14]([CH3:15])[CH3:16])[cH:26][cH:25][c:24]([S:27](=[O:28])(=[O:29])[CH3:30])[cH:23]2)=[O:21])[CH2:9][CH2:8]1.